describe an organic reaction: reactants, conditions, products, and yield From a dataset of the Open Reaction Database (ORD), a public repository of structured organic reaction records. Run at temperature -75 celsius, time 30 minute. Reaction SMILES: [C:1](Cl)(=[O:5])[C:2](Cl)=[O:3].[CH3:7]S(C)=O.[CH3:11][C:12]([CH2:14]C(O)(C)C)=O.O[C@H:20]1[O:28][C@H:27]([CH2:29][OH:30])[C@@H:25]([OH:26])[C@H:23]([OH:24])[C@H:21]1O.[Cl-].[NH4+]>ClCCl.O.C(N(CC)CC)C>[CH3:11][C:12]1([CH3:14])[O:5][CH:1]([C@H:23]2[O:24][C@@H:29]3[O:30][C:20]([CH3:21])([CH3:7])[O:28][C@@H:27]3[C:25]2=[O:26])[CH2:2][O:3]1 |f:2.3,4.5|. Reactants: [Cl-].[NH4+] (ammonium chloride), C(C(=O)Cl)(=O)Cl (Oxalyl chloride), CS(=O)C (dimethylsulfoxide), CC(=O)CC(C)(C)O.O[C@@H]1[C@H](O)[C@@H](O)[C@H](O)[C@H](O1)CO (diacetone α-D-glucose). The product is CC1(OCC(O1)[C@@H]2C(=O)[C@@H]3[C@H](O2)OC(O3)(C)C)C (1,2:5,6-Di-O-isopropyliden-α-D-ribo-3-hexulo-furanose). Run in O (water), C(C)N(CC)CC (triethylamine), ClCCl (dichloromethane), ClCCl (dichloromethane). Procedure details: Oxalyl chloride (25.16 mL) and dichloromethane (200 mL) were taken in a three-neck round bottom flask and cooled to −75° C. under a nitrogen atmosphere. Then dimethylsulfoxide (27.3 mL) was added drop-wise slowly maintaining the temperature at −70° C. The reaction mixture was stirred for 30 minutes at the same temperature, and then diacetone-α-D-glucose (50 g) in dichloromethane (500 mL) was charged slowly, maintaining the temperature at −70° C. After 20 minutes, triethylamine (80 mL) was added ... Starting materials: C(CCCCCCCCCCCCCCC)(=O)Cl (palmitoyl chloride), N1=CC=CC=C1 (pyridine), C(C1=CC=CC=C1)C1CCN(CC1)C(C(=O)C1=CC=C(C=C1)O)C (2-(4-benzylpiperidino)-4'-hydroxypropiophenone). Run in C(C)OCC (diethyl ether). Reaction conditions: time 5 hour. The product is C(C1=CC=CC=C1)C1CCN(CC1)C(C(=O)C1=CC=C(C=C1)OC(CCCCCCCCCCCCCCC)=O)C (2-(4-Benzylpiperidino)-4'-palmitoyloxypropiophenone). As a reaction SMILES: [C:1](Cl)(=[O:17])[CH2:2][CH2:3][CH2:4][CH2:5][CH2:6][CH2:7][CH2:8][CH2:9][CH2:10][CH2:11][CH2:12][CH2:13][CH2:14][CH2:15][CH3:16].N1C=CC=CC=1.[CH2:25]([CH:32]1[CH2:37][CH2:36][N:35]([CH:38]([CH3:48])[C:39]([C:41]2[CH:46]=[CH:45][C:44]([OH:47])=[CH:43][CH:42]=2)=[O:40])[CH2:34][CH2:33]1)[C:26]1[CH:31]=[CH:30][CH:29]=[CH:28][CH:27]=1>C(OCC)C>[CH2:25]([CH:32]1[CH2:33][CH2:34][N:35]([CH:38]([CH3:48])[C:39]([C:41]2[CH:46]=[CH:45][C:44]([O:47][C:1](=[O:17])[CH2:2][CH2:3][CH2:4][CH2:5][CH2:6][CH2:7][CH2:8][CH2:9][CH2:10][CH2:11][CH2:12][CH2:13][CH2:14][CH2:15][CH3:16])=[CH:43][CH:42]=2)=[O:40])[CH2:36][CH2:37]1)[C:26]1[CH:27]=[CH:28][CH:29]=[CH:30][CH:31]=1. Procedure details: 6.5 g of palmitoyl chloride are added to 40 ml of pyridine containing 7 g of 2-(4-benzylpiperidino)-4'-hydroxypropiophenone and the mixture is stirred for 5 hours. It is diluted with 100 ml of diethyl ether and left to stand overnight. The precipitate is then collected by filtration, washed and dried. 11 g of a product which melts at 185°-192° C. with decomposition are thus isolated. The reactants are N1=CN=CC(=C1)NC=1C(=NC(=CN1)OCC(F)(F)F)C(=O)O (3-(pyrimidin-5-ylamino)-6-(2,2,2-trifluoro-ethoxy)-pyrazine-2-carboxylic acid), CNC(=O)C=1N(N=CC1N)C (4-amino-2-methyl-2H-pyrazole-3-carboxylic acid methylamide), solid. Product: CN1N=CC(=C1C(NC)=O)NC(=O)C1=NC(=CN=C1NC=1C=NC=NC1)OCC(F)(F)F (3-(Pyrimidin-5-ylamino)-6-(2,2,2-trifluoro-ethoxy)-pyrazine-2-carboxylic acid (1-methyl-5-methylcarbamoyl-1H-pyrazol-4-yl)-amide). RXN SMILES: [N:1]1[CH:6]=[C:5]([NH:7][C:8]2[C:9]([C:20]([OH:22])=O)=[N:10][C:11]([O:14][CH2:15][C:16]([F:19])([F:18])[F:17])=[CH:12][N:13]=2)[CH:4]=[N:3][CH:2]=1.[CH3:23][NH:24][C:25]([C:27]1[N:28]([CH3:33])[N:29]=[CH:30][C:31]=1[NH2:32])=[O:26]>>[CH3:33][N:28]1[C:27]([C:25](=[O:26])[NH:24][CH3:23])=[C:31]([NH:32][C:20]([C:9]2[C:8]([NH:7][C:5]3[CH:4]=[N:3][CH:2]=[N:1][CH:6]=3)=[N:13][CH:12]=[C:11]([O:14][CH2:15][C:16]([F:17])([F:18])[F:19])[N:10]=2)=[O:22])[CH:30]=[N:29]1. Procedure: The product was obtained starting from 3-(pyrimidin-5-ylamino)-6-(2,2,2-trifluoro-ethoxy)-pyrazine-2-carboxylic acid (114 mg, 0.36 mmol) and 4-amino-2-methyl-2H-pyrazole-3-carboxylic acid methylamide (67 mg, 0.43 mmol) according to the method described in example 64, step 6 as yellow solid (92 mg, 56%). Reactants: resultant solution, O1C(=CC=C1)C=CC(=O)N=[N+]=[N-] (3-(Furan-2-yl)-acryloyl azide), C1(=CC=CC=C1)C (toluene), CCOCC (Et2O). Reaction conditions: temperature 170 celsius, time 30 minute. Product: O1C=CC=2C(NC=CC21)=O (5H-furo[3,2-c]pyridin-4-one). RXN SMILES: O1C=CC=C1C=C[C:8]([N:10]=[N+]=[N-])=[O:9].[CH3:13][CH2:14][O:15][CH2:16][CH3:17].[C:18]1(C)C=CC=C[CH:19]=1>>[O:15]1[C:16]2[CH:19]=[CH:18][NH:10][C:8](=[O:9])[C:17]=2[CH:13]=[CH:14]1. Procedure: 3-(Furan-2-yl)-acryloyl azide (12.6 g) was dissolved in 100 ml of toluene and the resultant solution was heated up to 120° C. and stirred for 30 min. After evaporation of solvent, o-dichlorobenzene (100 ml) and a few flakes of iodine were added and resultant reaction mixture was heated up to 170° C. and stirred for 2 hours. The mixture was cooled down to ambient temperature and to this was added Et2O (100 ml). The undissolved matter was filtered off and the filtrate was poured into a mixture of ... Reactants: Cc1ccc(Sc2ccc(O)cc2)c(Nc2ccnc3nc(C)ccc23)c1, CC(C)S(=O)(=O)Cl. Yields the product Cc1ccc(Sc2ccc(OS(=O)(=O)C(C)C)cc2)c(Nc2ccnc3nc(C)ccc23)c1. As a reaction SMILES: [CH3:1][c:2]1[cH:3][c:4]([NH:16][c:17]2[cH:18][cH:19][n:20][c:21]3[n:22][c:23]([CH3:27])[cH:24][cH:25][c:26]23)[c:5]([S:8][c:9]2[cH:10][cH:11][c:12]([OH:15])[cH:13][cH:14]2)[cH:6][cH:7]1.[CH3:28][CH:29]([CH3:30])[S:31](=[O:32])(=[O:33])[Cl:34]>>[CH3:1][c:2]1[cH:3][c:4]([NH:16][c:17]2[cH:18][cH:19][n:20][c:21]3[n:22][c:23]([CH3:27])[cH:24][cH:25][c:26]23)[c:5]([S:8][c:9]2[cH:10][cH:11][c:12]([O:15][S:31]([CH:29]([CH3:28])[CH3:30])(=[O:32])=[O:33])[cH:13][cH:14]2)[cH:6][cH:7]1.